From a dataset of the Open Reaction Database (ORD), a public repository of structured organic reaction records. describe an organic reaction: reactants, conditions, products, and yield Starting materials: CN(C(C(F)(F)F)=O)CC1=NC=C2SC=CN21 (5-(N-methyl-N-trifluoroacetylamino)methylimidazo[5,1-b]thiazole), aqueous solution, [OH-].[Na+] (sodium hydroxide). The solvent is CO (methanol). Run at time 1 hour. The product is CNCC1=NC=C2SC=CN21 (5-(N-Methylamino)methylimidazo[5,1-b]thiazole). Isolated yield 109.2%. Reaction SMILES: [CH3:1][N:2]([CH2:9][C:10]1[N:17]2[C:13]([S:14][CH:15]=[CH:16]2)=[CH:12][N:11]=1)C(=O)C(F)(F)F.[OH-].[Na+]>CO>[CH3:1][NH:2][CH2:9][C:10]1[N:17]2[C:13]([S:14][CH:15]=[CH:16]2)=[CH:12][N:11]=1 |f:1.2|. Procedure: To a solution of 394 mg (1.49 mmol) of the above-obtained 5-(N-methyl-N-trifluoroacetylamino)methylimidazo[5,1-b]thiazole in 3 ml of methanol was added 3 ml of a 10% aqueous solution of sodium hydroxide, and the mixture was stirred at room temperature for 1 hour. The methanol was distilled off under reduced pressure. The resultant was extracted three times with chloroform. The organic layer was dried over anhydrous potassium carbonate, and concentrated under reduced pressure to give 272 mg of th... Reactants: CN(C=O)C (N,N-dimethylformamide), CC1CNCCC1 (3-methylpiperidine), ClC1=NC=NC(=C1)OCC#CC (4-chloro-6-(2-butynyloxy)pyrimidine), C([O-])([O-])=O.[K+].[K+] (potassium carbonate). Run in C(C)(=O)OCC (ethyl acetate). Run at temperature 80 celsius, time 4 hour. Product: C(C#CC)OC1=NC=NC(=C1)N1CC(CCC1)C (4-(2-butynyloxy)-6-(3-methylpiperidino) pyrimidine). The yield is 73.9%. Reaction SMILES: CN(C)C=O.Cl[C:7]1[CH:12]=[C:11]([O:13][CH2:14][C:15]#[C:16][CH3:17])[N:10]=[CH:9][N:8]=1.C(=O)([O-])[O-].[K+].[K+].[CH3:24][CH:25]1[CH2:30][CH2:29][CH2:28][NH:27][CH2:26]1>C(OCC)(=O)C>[CH2:14]([O:13][C:11]1[CH:12]=[C:7]([N:27]2[CH2:28][CH2:29][CH2:30][CH:25]([CH3:24])[CH2:26]2)[N:8]=[CH:9][N:10]=1)[C:15]#[C:16][CH3:17] |f:2.3.4|. Reported procedure: Into 2 ml of N,N-dimethylformamide was resolved 183 mg of 4-chloro-6-(2-butynyloxy)pyrimidine, 166 mg of potassium carbonate and 99 mg of 3-methylpiperidine was added therein, and the mixture was stirred for 4 hours at 80° C. The reaction mixture was cooled to near room temperature, ethyl acetate was added therein, and the mixture was washed with a saturated sodium chloride aqueous solution three times. The organic layers were dried over anhydrous magnesium sulfate and concentrated. The residue ... Reactants: C(C1=CC=CC=C1)OC=1C(=NC=CC1OC)CO (3-Benzyloxy-2-hydroxymethyl-4-methoxypyridine), [OH-].[K+] (potassium hydroxide), [Mn](=O)(=O)(=O)[O-].[K+] (potassium permanganate). Solvent: O (water). The product is C(C1=CC=CC=C1)OC=1C(=NC=CC1OC)C(=O)O (3-Benzyloxy-4-methoxypicolinic acid). Isolated yield 83.9%. Reaction SMILES: [CH2:1]([O:8][C:9]1[C:10]([CH2:17][OH:18])=[N:11][CH:12]=[CH:13][C:14]=1[O:15][CH3:16])[C:2]1[CH:7]=[CH:6][CH:5]=[CH:4][CH:3]=1.[OH-].[K+].[Mn]([O-])(=O)(=O)=[O:22].[K+]>O>[CH2:1]([O:8][C:9]1[C:10]([C:17]([OH:22])=[O:18])=[N:11][CH:12]=[CH:13][C:14]=1[O:15][CH3:16])[C:2]1[CH:7]=[CH:6][CH:5]=[CH:4][CH:3]=1 |f:1.2,3.4|. Procedure details: 3-Benzyloxy-2-hydroxymethyl-4-methoxypyridine (7.1 g) and 2.5 g of potassium hydroxide were suspended in 100 ml of water. While heating the suspension in a water bath, potassium permanganate (7.3 g) was added thereto, and the mixture was stirred. The precipitate was filtered, and was washed with 100 ml of methanol. The filtrate and the washings were combined, followed by concentration under the reduced pressure. The concentrate was adjusted to pH 1 by the addition of concentrated hydrochloric ac...